Dataset: the Open Reaction Database (ORD), a public repository of structured organic reaction records. Task: describe an organic reaction: reactants, conditions, products, and yield Starting materials: ClCC1=CC=C(C(=O)OC)C=C1 (methyl 4-chloromethylbenzoate), Cl (hydrochloric acid), [H-].[Na+] (sodium hydride), C(CC(=O)OCC=C)(=O)OCC=C (diallyl malonate), [H][H] (hydrogen). The solvent is O1CCOCC1 (dioxane), O (water), O1CCOCC1 (dioxane), C1CCOC1 (THF). Conditions: time 1 hour. Product: COC(=O)C1=CC=C(CC(C(=O)OCC=C)C(=O)OCC=C)C=C1 (Diallyl 2-(4-methoxycarbonylbenzyl)malonate). Reaction SMILES: [H-].[Na+].[C:3]([O:12][CH2:13][CH:14]=[CH2:15])(=[O:11])[CH2:4][C:5]([O:7][CH2:8][CH:9]=[CH2:10])=[O:6].[H][H].Cl[CH2:19][C:20]1[CH:29]=[CH:28][C:23]([C:24]([O:26][CH3:27])=[O:25])=[CH:22][CH:21]=1.Cl>O1CCOCC1.C1COCC1.O>[CH3:27][O:26][C:24]([C:23]1[CH:28]=[CH:29][C:20]([CH2:19][CH:4]([C:5]([O:7][CH2:8][CH:9]=[CH2:10])=[O:6])[C:3]([O:12][CH2:13][CH:14]=[CH2:15])=[O:11])=[CH:21][CH:22]=1)=[O:25] |f:0.1|. Reported procedure: 14.42 g (0.36 mol) of sodium hydride are added in portions to a solution of 56.7 g (0.3 mol) of diallyl malonate in 375 ml of dioxane and 75 ml of THF at 0° C. (caution: evolution of hydrogen). After warming to room temperature, the mixture is stirred at 40° C. for 1 hour. Subsequently, 111.88 g (0.6 mol) of methyl 4-chloromethylbenzoate, dissolved in 375 ml of dioxane, are slowly added dropwise at 40° C., and the reaction solution is stirred at 110° C. overnight. After cooling to room temperatu... The reactants are C1CCOC1, CCOC=O, Clc1cccnc1. Product: O=Cc1ccncc1Cl. As a reaction SMILES: [CH2:13]1[O:14][CH2:15][CH2:16][CH2:17]1.[CH:8](=[O:9])[O:10][CH2:11][CH3:12].[Cl:1][c:2]1[cH:3][n:4][cH:5][cH:6][cH:7]1>>[Cl:1][c:2]1[cH:3][n:4][cH:5][cH:6][c:7]1[CH:8]=[O:9]. The reactants are BrC1=CC=C(S1)S(=O)(=O)NC1=CC(=CC=C1)C1=NN=NN1 (5-bromo-N-[3-(1H-tetrazol-5-yl)phenyl]thiophene-2-sulfonamide), BrC1=CC=C(S1)S(=O)(=O)NC1=CC(=CC=C1)C1=NN=NN1 (5-bromo-N-[3-(1H-tetrazol-5-yl)phenyl]thiophene-2-sulfonamide), FC=1C=CC(=C(C1)B(O)O)OC (5-fluoro-2-methoxyphenylboronic acid), C(=O)(O)[O-].[Na+] (NaHCO3), CCO (EtOH). The reagents and catalysts are C=1C=CC(=CC1)[P](C=2C=CC=CC2)(C=3C=CC=CC3)[Pd]([P](C=4C=CC=CC4)(C=5C=CC=CC5)C=6C=CC=CC6)([P](C=7C=CC=CC7)(C=8C=CC=CC8)C=9C=CC=CC9)[P](C=1C=CC=CC1)(C=1C=CC=CC1)C=1C=CC=CC1 (Pd(PPh3)4). The solvent is O (water). Reaction conditions: temperature 80 celsius. The product is FC=1C=CC(=C(C1)C1=CC=C(S1)S(=O)(=O)NC1=CC(=CC=C1)C1=NN=NN1)OC (5-(5-Fluoro-2-methoxyphenyl)-N-[3-(1H-tetrazol-5-yl)phenyl]thiophene-2-sulfonamide). Isolated yield 19.0%. Reaction SMILES: Br[C:2]1[S:6][C:5]([S:7]([NH:10][C:11]2[CH:16]=[CH:15][CH:14]=[C:13]([C:17]3[NH:21][N:20]=[N:19][N:18]=3)[CH:12]=2)(=[O:9])=[O:8])=[CH:4][CH:3]=1.[F:22][C:23]1[CH:24]=[CH:25][C:26]([O:32][CH3:33])=[C:27](B(O)O)[CH:28]=1.C([O-])(O)=O.[Na+].CCO>C1C=CC([P]([Pd]([P](C2C=CC=CC=2)(C2C=CC=CC=2)C2C=CC=CC=2)([P](C2C=CC=CC=2)(C2C=CC=CC=2)C2C=CC=CC=2)[P](C2C=CC=CC=2)(C2C=CC=CC=2)C2C=CC=CC=2)(C2C=CC=CC=2)C2C=CC=CC=2)=CC=1.O>[F:22][C:23]1[CH:28]=[CH:27][C:26]([O:32][CH3:33])=[C:25]([C:2]2[S:6][C:5]([S:7]([NH:10][C:11]3[CH:16]=[CH:15][CH:14]=[C:13]([C:17]4[NH:21][N:20]=[N:19][N:18]=4)[CH:12]=3)(=[O:9])=[O:8])=[CH:4][CH:3]=2)[CH:24]=1 |f:2.3,^1:45,47,66,85|. Procedure details: A mixture of 5-bromo-N-[3-(1H-tetrazol-5-yl)phenyl]thiophene-2-sulfonamide (Intermediate 17) (19 mg, 0.05 mmol), 5-fluoro-2-methoxyphenylboronic acid (10 mg, 0.06 mmol), Pd(PPh3)4 (3 mg, 0.0025 mmol), NaHCO3 (13 mg, 0.15 mmol), EtOH (750 μL) and water (250 μL) was heated in a sealed tube at 80° C. over night. The mixture was concentrated and purified by preparative HPLC (ACE C8 5 μm, 0.1% TFA in water/CH3CN) giving 4.1 mg (19%) of the title compound. MS (ESI+) calcd for C18H14FN5O3S2 431.052209,... The reactants are O=C(Cl)c1ccccc1, [Li]CCCC, CCCCCOC1CCC(=O)N1, CCCCCC, C1CCOC1. Yields the product CCCCCOC1CCC(=O)N1C(=O)c1ccccc1. As a reaction SMILES: [C:18]([c:19]1[cH:20][cH:21][cH:22][cH:23][cH:24]1)(=[O:25])[Cl:26].[CH2:1]([Li:2])[CH2:3][CH2:4][CH3:5].[CH2:6]([CH2:7][CH2:8][CH2:9][CH3:10])[O:11][CH:12]1[CH2:13][CH2:14][C:15](=[O:17])[NH:16]1.[CH3:27][CH2:28][CH2:29][CH2:30][CH2:31][CH3:32].[O:33]1[CH2:34][CH2:35][CH2:36][CH2:37]1>>[CH2:6]([CH2:7][CH2:8][CH2:9][CH3:10])[O:11][CH:12]1[CH2:13][CH2:14][C:15](=[O:17])[N:16]1[C:18]([c:19]1[cH:20][cH:21][cH:22][cH:23][cH:24]1)=[O:25]. Reactants: C, CCN(CC)C(=O)C(Cc1ccc([N+](=O)[O-])cc1)C(=O)NS(=O)(=O)c1ccc2ccccc2c1, CCO, [Pd]. Reaction SMILES: [C:38].[CH2:1]([CH3:2])[N:3]([C:4]([CH:5]([C:6](=[O:7])[NH:8][S:9](=[O:10])(=[O:11])[c:12]1[cH:13][c:14]2[cH:15][cH:16][cH:17][cH:18][c:19]2[cH:20][cH:21]1)[CH2:22][c:23]1[cH:24][cH:25][c:26]([N+:29]([O-:30])=[O:31])[cH:27][cH:28]1)=[O:32])[CH2:33][CH3:34].[CH3:35][CH2:36][OH:37].[Pd:39]>>[CH2:1]([CH3:2])[N:3]([C:4]([CH:5]([C:6](=[O:7])[NH:8][S:9](=[O:10])(=[O:11])[c:12]1[cH:13][c:14]2[cH:15][cH:16][cH:17][cH:18][c:19]2[cH:20][cH:21]1)[CH2:22][c:23]1[cH:24][cH:25][c:26]([NH2:29])[cH:27][cH:28]1)=[O:32])[CH2:33][CH3:34]. Product: CCN(CC)C(=O)C(Cc1ccc(N)cc1)C(=O)NS(=O)(=O)c1ccc2ccccc2c1. Reactants: CC(C)(C)OC(=O)N1CC=C(c2cccc(Br)c2)CC1, CC#N, O. As a reaction SMILES: [C:1]([CH3:2])([CH3:3])([CH3:4])[O:5][C:6](=[O:7])[N:8]1[CH2:9][CH2:10][C:11]([c:14]2[cH:15][c:16]([Br:20])[cH:17][cH:18][cH:19]2)=[CH:12][CH2:13]1.[CH3:21][C:22]#[N:23].[OH2:24]>>[C:1]([CH3:2])([CH3:3])([CH3:4])[O:5][C:6](=[O:7])[N:8]1[CH2:9][CH2:10][CH:11]([c:14]2[cH:15][c:16]([Br:20])[cH:17][cH:18][cH:19]2)[CH:12]([OH:24])[CH2:13]1. Yields the product CC(C)(C)OC(=O)N1CCC(c2cccc(Br)c2)C(O)C1. The reactants are ClCC1=CC=C(C=C1)N1N=C(C=2CCCCC12)C(F)(F)F (1-[4-(chloromethyl)phenyl]-3-(trifluoromethyl)-4,5,6,7-tetrahydro-1H-indazole), C(C)NC(C)=O (N-ethylacetamide). The product is C(C)N(C(C)=O)CC1=CC=C(C=C1)N1N=C(C=2CCCCC12)C(F)(F)F (N-ethyl-N-({4-[3-(trifluoromethyl)-4,5,6,7-tetrahydro-1H-indazol-1-yl]phenyl}methyl)acetamide). RXN SMILES: Cl[CH2:2][C:3]1[CH:8]=[CH:7][C:6]([N:9]2[C:17]3[CH2:16][CH2:15][CH2:14][CH2:13][C:12]=3[C:11]([C:18]([F:21])([F:20])[F:19])=[N:10]2)=[CH:5][CH:4]=1.[CH2:22]([NH:24][C:25](=[O:27])[CH3:26])[CH3:23]>>[CH2:22]([N:24]([CH2:2][C:3]1[CH:8]=[CH:7][C:6]([N:9]2[C:17]3[CH2:16][CH2:15][CH2:14][CH2:13][C:12]=3[C:11]([C:18]([F:21])([F:20])[F:19])=[N:10]2)=[CH:5][CH:4]=1)[C:25](=[O:27])[CH3:26])[CH3:23]. Procedure: The title compound was prepared from 1-[4-(chloromethyl)phenyl]-3-(trifluoromethyl)-4,5,6,7-tetrahydro-1H-indazole and N-ethylacetamide using a similar procedure to that described for Description 15.